This data is from the Open Reaction Database (ORD), a public repository of structured organic reaction records. The task is: describe an organic reaction: reactants, conditions, products, and yield The reactants are CCOc1cccc(CC(=O)OC)c1, CCO, Cl, [Na+], [OH-]. Yields the product CCOc1cccc(CC(=O)O)c1. RXN SMILES: [CH2:1]([CH3:2])[O:3][c:4]1[cH:5][c:6]([CH2:10][C:11](=[O:12])[O:13][CH3:14])[cH:7][cH:8][cH:9]1.[CH3:18][CH2:19][OH:20].[ClH:17].[Na+:16].[OH-:15]>>[CH2:1]([CH3:2])[O:3][c:4]1[cH:5][c:6]([CH2:10][C:11](=[O:12])[OH:13])[cH:7][cH:8][cH:9]1. Starting materials: CC(C)N(CCNC(=O)n1ccnc1)C(C)C, NCc1nc(NCC(c2cccc(Cl)c2)c2cccc(Cl)c2)c2ncn(C3OC(CO)C(O)C3O)c2n1. Yields the product CC(C)N(CCNC(=O)NCc1nc(NCC(c2cccc(Cl)c2)c2cccc(Cl)c2)c2ncn(C3OC(CO)C(O)C3O)c2n1)C(C)C. RXN SMILES: [CH:38]([CH3:39])([CH3:40])[N:41]([CH2:42][CH2:43][NH:44][C:45](=[O:46])[n:47]1[cH:48][cH:49][n:50][cH:51]1)[CH:52]([CH3:53])[CH3:54].[NH2:1][CH2:2][c:3]1[n:4][c:5]([NH:21][CH2:22][CH:23]([c:24]2[cH:25][c:26]([Cl:30])[cH:27][cH:28][cH:29]2)[c:31]2[cH:32][c:33]([Cl:37])[cH:34][cH:35][cH:36]2)[c:6]2[n:7][cH:8][n:9]([CH:12]3[O:13][CH:14]([CH2:19][OH:20])[CH:15]([OH:18])[CH:16]3[OH:17])[c:10]2[n:11]1>>[NH:1]([CH2:2][c:3]1[n:4][c:5]([NH:21][CH2:22][CH:23]([c:24]2[cH:25][c:26]([Cl:30])[cH:27][cH:28][cH:29]2)[c:31]2[cH:32][c:33]([Cl:37])[cH:34][cH:35][cH:36]2)[c:6]2[n:7][cH:8][n:9]([CH:12]3[O:13][CH:14]([CH2:19][OH:20])[CH:15]([OH:18])[CH:16]3[OH:17])[c:10]2[n:11]1)[C:45]([NH:44][CH2:43][CH2:42][N:41]([CH:38]([CH3:39])[CH3:40])[CH:52]([CH3:53])[CH3:54])=[O:46]. Starting materials: CCI, COC(=O)c1ccc2c(c1)NC(=O)C(C)O2, CN(C)C=O, CCOC(C)=O, [H-], [Na+], O. The product is CCN1C(=O)C(C)Oc2ccc(C(=O)OC)cc21. Reaction SMILES: [CH2:19]([CH3:20])[I:21].[CH3:1][O:2][C:3](=[O:4])[c:5]1[cH:6][cH:7][c:8]2[c:9]([cH:16]1)[NH:10][C:11](=[O:15])[CH:12]([CH3:14])[O:13]2.[CH3:23][N:24]([CH3:25])[CH:26]=[O:27].[CH3:28][CH2:29][O:30][C:31](=[O:32])[CH3:33].[H-:17].[Na+:18].[OH2:22]>>[CH3:1][O:2][C:3](=[O:4])[c:5]1[cH:6][cH:7][c:8]2[c:9]([cH:16]1)[N:10]([CH2:19][CH3:20])[C:11](=[O:15])[CH:12]([CH3:14])[O:13]2. Starting materials: C(N)(OC(C)(C)C)=O (tert-butyl carbamate), NC1=NC=CC=C1C#N (2-amino-3-cyanopyridine), O1C(=CC=C1)C(=O)NN (2-furoylhydrazine), CN1C(CCC1)=O (1-methyl-2-pyrrolidone). The solvent is O (water). The product is O1C(=CC=C1)C1=NN2C(NC3=C(C2=N1)C=CC=N3)=O (2-(2-furyl)pyrido-[3,2-e][1,2,4]-triazolo[1,5-c]pyrimidin-5(6H)one). Isolated yield 53.0%. Reaction SMILES: [C:1](=O)([O:3]C(C)(C)C)N.[NH2:9][C:10]1[C:15]([C:16]#[N:17])=[CH:14][CH:13]=[CH:12][N:11]=1.[O:18]1[CH:22]=[CH:21][CH:20]=[C:19]1[C:23]([NH:25][NH2:26])=O.CN1CCCC1=O>O>[O:18]1[CH:22]=[CH:21][CH:20]=[C:19]1[C:23]1[N:17]=[C:16]2[N:26]([C:1](=[O:3])[NH:9][C:10]3[N:11]=[CH:12][CH:13]=[CH:14][C:15]=32)[N:25]=1. Procedure: A mixture of the tert-butyl carbamate of 2-amino-3-cyanopyridine (4.6 g), 2-furoylhydrazine (2.65 g) and 1-methyl-2-pyrrolidone (46 mL) is heated at 160° over 18 hr. It is cooled and diluted with water (369 mL) to afford 2-(2-furyl)pyrido-[3,2-e][1,2,4]-triazolo[1,5-c]pyrimidin-5(6H)one in 53% yield. It is purified by tituration in hot methanol, which removes the soluble impurities, and melts above 360° C.